This data is from the Open Reaction Database (ORD), a public repository of structured organic reaction records. The task is: describe an organic reaction: reactants, conditions, products, and yield Starting materials: C(C1=CC=CC=C1)N1C(=CC2=C(C=C3C(=C12)CCCC3)OC)C(C)O (1-benzyl-2-(1-hydroxyethyl)-4-methoxy-6,7,8,9-tetrahydro-1H-benz[g]indole), C(C)(=O)OC(C)=O (acetic anhydride), N1=CC=CC=C1 (pyridine), C1=CCC=CC1 (1,4-cyclohexadiene), C1=CCC=CC1 (1,4-cyclohexadiene). The reagents and catalysts are [Pd] (palladium-on-carbon), [Pd] (palladium-on-carbon). Run in O1CCCC1 (tetrahydrofuran). Run at time 18 hour. Yields the product C(C1=CC=CC=C1)N1C(=CC2=C(C=C3C(=C12)CCCC3)OC)CC (1-benzyl-2-ethyl-4-methoxy-6,7,8,9-tetrahydro-1H-benz[g]indole). Yield: 69.1%. RXN SMILES: [CH2:1]([N:8]1[C:16]2[C:11](=[C:12]([O:21][CH3:22])[CH:13]=[C:14]3[CH2:20][CH2:19][CH2:18][CH2:17][C:15]3=2)[CH:10]=[C:9]1[CH:23](O)[CH3:24])[C:2]1[CH:7]=[CH:6][CH:5]=[CH:4][CH:3]=1.C(OC(=O)C)(=O)C.N1C=CC=CC=1.C1CC=CCC=1>O1CCCC1.[Pd]>[CH2:1]([N:8]1[C:16]2[C:11](=[C:12]([O:21][CH3:22])[CH:13]=[C:14]3[CH2:20][CH2:19][CH2:18][CH2:17][C:15]3=2)[CH:10]=[C:9]1[CH2:23][CH3:24])[C:2]1[CH:3]=[CH:4][CH:5]=[CH:6][CH:7]=1. Reported procedure: A solution of 1-benzyl-2-(1-hydroxyethyl)-4-methoxy-6,7,8,9-tetrahydro-1H-benz[g]indole (1.0 g, 3.0 mmol) in tetrahydrofuran (5 mL) was treated with acetic anhydride (0.28 mL, 3.0 mmol), pyridine (0.53 mL, 6.6 mmol), 1,4-cyclohexadiene (3 mL), and 10% palladium-on-carbon (0.5 g) at 70° C. for 7 h. The mixture was cooled to room temperature, stirred for 18 h, heated at 80° C. for 9 h, cooled to room temperature, and stirred for 18 h. Additional portions of 10% palladium-on-carbon (0.5 g) and 1,4-... Run in C1(=CC=CC=C1)C (toluene), N1=CC=CC=C1 (pyridine). The reactants are C(#N)CC(=O)O (cyanoacetic acid), FC=1C=C(C=O)C=CC1 (3-fluorobenzaldehyde). The yield is 80.2%. Procedure: A mixture of 35.0 g (411 mmol) of cyanoacetic acid (CAS 372-09-8) and 56.2 g (453 mmol) of 3-fluorobenzaldehyde (CAS 456-48-4) in a mixture of 400 ml of toluene and 220 ml of pyridine is refluxed for 22 hours using Dean-Stark apparatus to remove the water formed during the reaction. The solvent is then removed under reduced pressure and the residue is co-evaporated 3 times with toluene. The residue is then taken up in ethyl acetate and the organic phase is washed successively with aqueous 1N sod... RXN SMILES: [C:1]([CH2:3][C:4](O)=O)#[N:2].[F:7][C:8]1[CH:9]=[C:10]([CH:13]=[CH:14][CH:15]=1)C=O>C1(C)C=CC=CC=1.N1C=CC=CC=1>[F:7][C:8]1[CH:15]=[C:14]([CH:4]=[CH:3][C:1]#[N:2])[CH:13]=[CH:10][CH:9]=1. The product is FC=1C=C(C=CC1)C=CC#N (3-(3-Fluorophenyl)-2-propenenitrile). Starting materials: [H-].[Na+] (Sodium hydride), ClCC1=CC=C(OCC=2N=C(OC2C)C2=CC=CC=C2)C=C1 (4-[(4-chloromethylphenoxy)methyl]-5-methyl-2-phenyloxazole), C(CC)C1=NNC=C1CCC(=O)OCC (ethyl 3-(3-propyl-1H-pyrazol-4-yl)propionate), CN(C=O)C (N,N-dimethylformamide). Solvent: O (water). Conditions: time 12 hour. The product is CC1=C(N=C(O1)C1=CC=CC=C1)COC1=CC=C(CN2N=C(C(=C2)CCC(=O)OCC)CCC)C=C1 (ethyl 3-[1-[4-(5-methyl-2-phenyl-4-oxazolylmethoxy)benzyl]-3-propyl-1H-pyrazol-4-yl]propionate). Yield: 53.5%. Reaction SMILES: [H-].[Na+].Cl[CH2:4][C:5]1[CH:24]=[CH:23][C:8]([O:9][CH2:10][C:11]2[N:12]=[C:13]([C:17]3[CH:22]=[CH:21][CH:20]=[CH:19][CH:18]=3)[O:14][C:15]=2[CH3:16])=[CH:7][CH:6]=1.[CH2:25]([C:28]1[C:32]([CH2:33][CH2:34][C:35]([O:37][CH2:38][CH3:39])=[O:36])=[CH:31][NH:30][N:29]=1)[CH2:26][CH3:27].CN(C)C=O>O>[CH3:16][C:15]1[O:14][C:13]([C:17]2[CH:22]=[CH:21][CH:20]=[CH:19][CH:18]=2)=[N:12][C:11]=1[CH2:10][O:9][C:8]1[CH:23]=[CH:24][C:5]([CH2:4][N:30]2[CH:31]=[C:32]([CH2:33][CH2:34][C:35]([O:37][CH2:38][CH3:39])=[O:36])[C:28]([CH2:25][CH2:26][CH3:27])=[N:29]2)=[CH:6][CH:7]=1 |f:0.1|. Reported procedure: Sodium hydride (60%, oily, 110 mg) was added to a mixture of 4-[(4-chloromethylphenoxy)methyl]-5-methyl-2-phenyloxazole (910 mg), ethyl 3-(3-propyl-1H-pyrazol-4-yl)propionate (500 mg) and N,N-dimethylformamide (10 ml), which was stirred for 12 hours. The reaction mixture was poured into water, which was extracted with ethyl acetate. The ethyl acetate layer was washed with saturated aqueous sodium chloride solution, dried (MgSO4), then concentrated. The residue was subjected to silica gel column ... The reactants are CS(=O)(=O)C1=C2CCCC(C2=CC=C1)=O (5-methanesulphonyl-1-tetralone), [Se](=O)=O (selenium dioxide). Product: CS(=O)(=O)C1=C2C=CC(C(C2=CC=C1)=O)=O (5-methanesulfonyl-[1,2]naphthoquinone). RXN SMILES: [CH3:1][S:2]([C:5]1[CH:14]=[CH:13][CH:12]=[C:11]2[C:6]=1[CH2:7][CH2:8][CH2:9][C:10]2=[O:15])(=[O:4])=[O:3].[Se](=O)=[O:17]>>[CH3:1][S:2]([C:5]1[CH:14]=[CH:13][CH:12]=[C:11]2[C:6]=1[CH:7]=[CH:8][C:9](=[O:17])[C:10]2=[O:15])(=[O:3])=[O:4]. Reported procedure: Treatment of 5-methanesulphonyl-1-tetralone with selenium dioxide as described in Reference Example 1A yielded 5-methanesulfonyl-[1,2]naphthoquinone which was coupled with 2,3-diamino-benzoic acid, diacetate salt, as described in Reference Example 1A to yield the title compound. The reactants are C(C)(C)OS(=O)(=O)C1=CC2=CC(=CC=C2C(=C1N=NC1=CC=C(C=C1)OC)O)N (7-Amino-4-hydroxy-3-(4-methoxy-phenylazo)-napthalene-2-sulfonic acid isopropyl Ester), COC=1C=C(C(=O)Cl)C=CC1OC (3,4-Dimethoxybenzoyl chloride), C(C)(C)N(CC)C(C)C (diisopropylethylamine). The solvent is ClCCl (dichloromethane). Reaction conditions: time 16 hour. Yields the product COC=1C=C(C(=O)NC2=CC=C3C(=C(C(=CC3=C2)S(=O)(=O)O)N=NC2=CC=C(C=C2)OC)O)C=CC1OC (7-(3,4-Dimethoxy-benzoylamino)-4-hydroxy-3-(4-methoxy-phenylazo)-napthalene-2-sulfonic Acid), isopropyl ester. Yield: 19.6%. As a reaction SMILES: C([O:4][S:5]([C:8]1[C:17]([N:18]=[N:19][C:20]2[CH:25]=[CH:24][C:23]([O:26][CH3:27])=[CH:22][CH:21]=2)=[C:16]([OH:28])[C:15]2[C:10](=[CH:11][C:12]([NH2:29])=[CH:13][CH:14]=2)[CH:9]=1)(=[O:7])=[O:6])(C)C.C(N(C(C)C)CC)(C)C.[CH3:39][O:40][C:41]1[CH:42]=[C:43]([CH:47]=[CH:48][C:49]=1[O:50][CH3:51])[C:44](Cl)=[O:45]>ClCCl>[CH3:39][O:40][C:41]1[CH:42]=[C:43]([CH:47]=[CH:48][C:49]=1[O:50][CH3:51])[C:44]([NH:29][C:12]1[CH:11]=[C:10]2[C:15]([C:16]([OH:28])=[C:17]([N:18]=[N:19][C:20]3[CH:21]=[CH:22][C:23]([O:26][CH3:27])=[CH:24][CH:25]=3)[C:8]([S:5]([OH:4])(=[O:7])=[O:6])=[CH:9]2)=[CH:14][CH:13]=1)=[O:45]. Procedure: 7-Amino-4-hydroxy-3-(4-methoxy-phenylazo-napthalene-2-sulfonic acid isopropyl ester (Example 6, 100 mg, 0.24 mmol ) was dissolved in dichloromethane (15 mL) and diisopropylethylamine (84 μL, 62 mg, 0.48 mmol). 3,4-Dimethoxybenzoyl chloride (56 mg, 0.28 mmol) was added under nitrogen and the reaction mixture was allowed to stir for 16 h. The solution was washed with water, 1N HCl, and saturated sodium bicarbonate solution. The organic layer was dried with MgSO4 and concentrated. This concentrate ... Reactants: FC1=CC(=C(N)C=C1)[N+](=O)[O-] (4-fluoro-2-nitroaniline), BrCCC(=O)Cl (3-bromo propionylchloride), C(C)(C)N(CC)C(C)C (diisopropylethylamine), C(Cl)Cl (CH2Cl2). Solvent: O (Water). Reaction conditions: time 48 hour. The product is [N+](=O)([O-])C1=C(C=CC(=C1)F)NC(CCBr)=O (N-(2-Nitro-4-fluorophenyl)-3-bromopropionamide). The yield is 101.1%. RXN SMILES: [F:1][C:2]1[CH:8]=[CH:7][C:5]([NH2:6])=[C:4]([N+:9]([O-:11])=[O:10])[CH:3]=1.[Br:12][CH2:13][CH2:14][C:15](Cl)=[O:16].C(N(C(C)C)CC)(C)C.C(Cl)Cl>O>[N+:9]([C:4]1[CH:3]=[C:2]([F:1])[CH:8]=[CH:7][C:5]=1[NH:6][C:15](=[O:16])[CH2:14][CH2:13][Br:12])([O-:11])=[O:10]. Procedure: A mixture of 7.8 gm of 4-fluoro-2-nitroaniline, 8.57 gm of 3-bromo propionylchloride (added at a temperature of 0° C. over a period of 0.3 hours), 6.5 gm of diisopropylethylamine and 150 ml CH2Cl2 was kept for 48 hours at 20-25° C. Water (300 ml) was added and the mixture was extracted with CH2C2. The CH2Cl2 extract was collected, washed with water (2×20 ml) and desiccated wtih Na2SO4. The crude product (14.7 gm) obtained after removal of solvents was used without further purification. A sample ... Procedure: A solution of 1.3 N of n-butyllithium in hexane (0.7 ml) was added to a solution of 220 mg of 6-[(2-methoxyethoxy)methoxy]benzothiazole (obtained as in paragraph 1 above) in 30 ml of tetrahydrofuran at -78° C. cooled by dry ice--acetone. The mixture was added dropwise into a solution of 234 mg of ethyl 4-[(2-methoxyethoxy)methoxy]benzoate (obtained as in paragraph 2 above) in tetrahydrofuran (3 ml) cooled by dry ice--acetone. NH4Cl was added to the reaction mixture and the mixture was extracted ... Yield: 77.8%. Run in CC(=O)C (acetone), CC(=O)C (acetone), CCCCCC (hexane), O1CCCC1 (tetrahydrofuran), O1CCCC1 (tetrahydrofuran). Product: COCCOCOC1=CC2=C(N=C(S2)C(C2=CC=C(C=C2)OCOCCOC)=O)C=C1 (6-(2-methoxyethoxy)methoxy-2-{4-[(2-methoxyethoxy)methoxy]benzoyl}benzothiazole). Reaction SMILES: C([Li])CCC.[CH3:6][O:7][CH2:8][CH2:9][O:10][CH2:11][O:12][C:13]1[CH:21]=[CH:20][C:16]2[N:17]=[CH:18][S:19][C:15]=2[CH:14]=1.C(=O)=O.[CH3:25][O:26][CH2:27][CH2:28][O:29][CH2:30][O:31][C:32]1[CH:42]=[CH:41][C:35]([C:36](OCC)=[O:37])=[CH:34][CH:33]=1.[NH4+].[Cl-]>CCCCCC.O1CCCC1.CC(C)=O>[CH3:6][O:7][CH2:8][CH2:9][O:10][CH2:11][O:12][C:13]1[CH:21]=[CH:20][C:16]2[N:17]=[C:18]([C:36](=[O:37])[C:35]3[CH:34]=[CH:33][C:32]([O:31][CH2:30][O:29][CH2:28][CH2:27][O:26][CH3:25])=[CH:42][CH:41]=3)[S:19][C:15]=2[CH:14]=1 |f:4.5|. Reactants: C(=O)=O (dry ice), [NH4+].[Cl-] (NH4Cl), C(=O)=O (dry ice), C(CCC)[Li] (n-butyllithium), COCCOCOC1=CC2=C(N=CS2)C=C1 (6-[(2-methoxyethoxy)methoxy]benzothiazole), COCCOCOC1=CC=C(C(=O)OCC)C=C1 (ethyl 4-[(2-methoxyethoxy)methoxy]benzoate). Yields the product COC(C1=C(C=C(C=C1)CON(CC1=CC(=CC(=C1)F)F)CCCC)C1=C(C=CC=C1)C)=O (4-(N-Butyl—N-(3,5-difluorobenzyl)aminooxymethyl)-2-(2-methylphenyl)benzoic acid methyl ester). Procedure: To a stirred solution at ambient temperature under N2 of 4-(N-(3,5-difluorobenzyl)aminooxymethyl)-2-(2-methylphenyl)benzoic acid methyl ester (254 mg, 0.640 mmol), prepared as in Example 1176 C, in DMF (2 mL) was added potassium carbonate (265 mg, 1.92 mmol) and 1-iodobutane (0.146 mL, 1.28 mmol). Reaction stirred vigorously at 80° C. overnight. Reaction diluted with EtOAc and washed with water and brine. Organic layer dried with Na2SO4, filtered, and concentrated in vacuo. Residue was purified ... As a reaction SMILES: [CH3:1][O:2][C:3](=[O:29])[C:4]1[CH:9]=[CH:8][C:7]([CH2:10][O:11][NH:12][CH2:13][C:14]2[CH:19]=[C:18]([F:20])[CH:17]=[C:16]([F:21])[CH:15]=2)=[CH:6][C:5]=1[C:22]1[CH:27]=[CH:26][CH:25]=[CH:24][C:23]=1[CH3:28].C(=O)([O-])[O-].[K+].[K+].I[CH2:37][CH2:38][CH2:39][CH3:40]>CN(C=O)C.CCOC(C)=O>[CH3:1][O:2][C:3](=[O:29])[C:4]1[CH:9]=[CH:8][C:7]([CH2:10][O:11][N:12]([CH2:37][CH2:38][CH2:39][CH3:40])[CH2:13][C:14]2[CH:15]=[C:16]([F:21])[CH:17]=[C:18]([F:20])[CH:19]=2)=[CH:6][C:5]=1[C:22]1[CH:27]=[CH:26][CH:25]=[CH:24][C:23]=1[CH3:28] |f:1.2.3|. Run in CN(C)C=O (DMF), CCOC(=O)C (EtOAc). Reaction conditions: temperature 80 celsius, time 8 hour. The reactants are C([O-])([O-])=O.[K+].[K+] (potassium carbonate), ICCCC (1-iodobutane), COC(C1=C(C=C(C=C1)CONCC1=CC(=CC(=C1)F)F)C1=C(C=CC=C1)C)=O (4-(N-(3,5-difluorobenzyl)aminooxymethyl)-2-(2-methylphenyl)benzoic acid methyl ester). The reactants are CC(C)(C)OC(=O)N1CC2CNCC2C1, CCO, FC(F)(F)c1nnc2ccc(Cl)nn12. The product is CC(C)(C)OC(=O)N1CC2CN(c3ccc4nnc(C(F)(F)F)n4n3)CC2C1. RXN SMILES: [CH2:1]1[N:2]([C:9](=[O:10])[O:11][C:12]([CH3:13])([CH3:14])[CH3:15])[CH2:3][CH:4]2[CH:5]1[CH2:6][NH:7][CH2:8]2.[CH3:30][CH2:31][OH:32].[Cl:16][c:17]1[cH:18][cH:19][c:20]2[n:21]([n:22]1)[c:23]([C:26]([F:27])([F:28])[F:29])[n:24][n:25]2>>[CH2:1]1[N:2]([C:9](=[O:10])[O:11][C:12]([CH3:13])([CH3:14])[CH3:15])[CH2:3][CH:4]2[CH:5]1[CH2:6][N:7]([c:17]1[cH:18][cH:19][c:20]3[n:21]([n:22]1)[c:23]([C:26]([F:27])([F:28])[F:29])[n:24][n:25]3)[CH2:8]2.